From a dataset of the Open Reaction Database (ORD), a public repository of structured organic reaction records. describe an organic reaction: reactants, conditions, products, and yield Solvent: C1COCC1. Reaction conditions: temperature 25 celsius, time 24 hour. The product is O=C(SCC)/C(OCC1=CC=CC=C1)=C/C2=CC=C(OC)C=C2. Reactants: [H]C(C1=CC=C(OC)C=C1)=O, O=C(SCC)C(OCC1=CC=CC=C1)C(O)=O. Reagents/catalysts: CN(C)c1ccncc1, 4Å Molecular Sieve, C1CNCC1. Isolated yield 85.0%. Starting materials: CCN(C(C)C)C(C)C, C1CCOC1, CCN=C=NCCCN(C)C, Cl, O=C(O)c1ccc(OCc2c(-c3ccc(F)c(F)c3)noc2CO)nc1, NN1CCOCC1, O, Oc1cccc2[nH]nnc12. The product is O=C(NN1CCOCC1)c1ccc(OCc2c(-c3ccc(F)c(F)c3)noc2CO)nc1. RXN SMILES: [CH2:12]([N:13]([CH:14]([CH3:15])[CH3:16])[CH:17]([CH3:18])[CH3:19])[CH3:20].[CH2:66]1[O:67][CH2:68][CH2:69][CH2:70]1.[CH3:22][N:23]([CH3:24])[CH2:25][CH2:26][CH2:27][N:28]=[C:29]=[N:30][CH2:31][CH3:32].[ClH:21].[F:33][c:34]1[cH:35][c:36](-[c:41]2[n:42][o:43][c:44]([CH2:57][OH:58])[c:45]2[CH2:46][O:47][c:48]2[n:49][cH:50][c:51]([C:52](=[O:53])[OH:54])[cH:55][cH:56]2)[cH:37][cH:38][c:39]1[F:40].[NH2:59][N:60]1[CH2:61][CH2:62][O:63][CH2:64][CH2:65]1.[OH2:1].[OH:2][c:3]1[c:4]2[n:5][n:6][nH:7][c:8]2[cH:9][cH:10][cH:11]1>>[F:33][c:34]1[cH:35][c:36](-[c:41]2[n:42][o:43][c:44]([CH2:57][OH:58])[c:45]2[CH2:46][O:47][c:48]2[n:49][cH:50][c:51]([C:52](=[O:53])[NH:59][N:60]3[CH2:61][CH2:62][O:63][CH2:64][CH2:65]3)[cH:55][cH:56]2)[cH:37][cH:38][c:39]1[F:40]. Reactants: O (water), C1(CCCC1)NC1=CC=CC=2N1N=C(C2C2=NC(=NC=C2)NC2CCCC2)C=2C=C(C#N)C=CC2 (3-{7-(Cyclopentylamino)-3-[2-(cyclopentylamino)-4-pyrimidinyl]pyrazolo[1,5-a]pyridin-2-yl}benzonitrile), OO (hydrogen peroxide), [OH-].[NH4+] (ammonium hydroxide). The solvent is CO (methanol). Conditions: time 8 hour. The product is C1(CCCC1)NC1=CC=CC=2N1N=C(C2C2=NC(=NC=C2)NC2CCCC2)C=2C=C(C(=O)N)C=CC2 (3-{7-(cyclopentylamino)-3-[2-(cyclopentylamino)-4-pyrimidinyl]pyrazolo[1,5-a]pyridin-2-yl}benzamide). Isolated yield 39.0%. As a reaction SMILES: [CH:1]1([NH:6][C:7]2[N:12]3[N:13]=[C:14]([C:28]4[CH:29]=[C:30]([CH:33]=[CH:34][CH:35]=4)[C:31]#[N:32])[C:15]([C:16]4[CH:21]=[CH:20][N:19]=[C:18]([NH:22][CH:23]5[CH2:27][CH2:26][CH2:25][CH2:24]5)[N:17]=4)=[C:11]3[CH:10]=[CH:9][CH:8]=2)[CH2:5][CH2:4][CH2:3][CH2:2]1.[OH-:36].[NH4+].OO.O>CO>[CH:1]1([NH:6][C:7]2[N:12]3[N:13]=[C:14]([C:28]4[CH:29]=[C:30]([CH:33]=[CH:34][CH:35]=4)[C:31]([NH2:32])=[O:36])[C:15]([C:16]4[CH:21]=[CH:20][N:19]=[C:18]([NH:22][CH:23]5[CH2:24][CH2:25][CH2:26][CH2:27]5)[N:17]=4)=[C:11]3[CH:10]=[CH:9][CH:8]=2)[CH2:2][CH2:3][CH2:4][CH2:5]1 |f:1.2|. Procedure: 3-{7-(Cyclopentylamino)-3-[2-(cyclopentylamino)-4-pyrimidinyl]pyrazolo[1,5-a]pyridin-2-yl}benzonitrile (45 mg, 0.097 mmol) was dissolved in hot methanol (2 mL). Subsequently, the solution was cooled down to room temperature and 30% ammonium hydroxide (2 mL) was added. The reaction mixture was then cooled to 0° C., and 30% hydrogen peroxide was added. After stirring at room temperature for 8 hours, water was added and the resulting mixture extracted with ethyl acetate. The organics were dried ove... Reactants: C(CC)NC1CC2=C(N=CS2)CC1 (propyl-(4,5,6,7-tetrahydro-benzothiazol-6-yl)-amine), O=CCCCNC(=O)N1CCN(CC1)C1=CC=CC=C1 (4-Phenylpiperazine-1-carboxylic acid (4-oxobutyl)amide). The product is C(CC)N(CCCCNC(=O)N1CCN(CC1)C1=CC=CC=C1)C1CC2=C(N=CS2)CC1 (4-Phenylpiperazine-1-carboxylic acid {4-[propyl-(4,5,6,7-tetrahydrobenzothiazol-6-yl)amino]butyl}amide). The yield is 68.0%. RXN SMILES: [CH2:1]([NH:4][CH:5]1[CH2:13][CH2:12][C:8]2[N:9]=[CH:10][S:11][C:7]=2[CH2:6]1)[CH2:2][CH3:3].O=[CH:15][CH2:16][CH2:17][CH2:18][NH:19][C:20]([N:22]1[CH2:27][CH2:26][N:25]([C:28]2[CH:33]=[CH:32][CH:31]=[CH:30][CH:29]=2)[CH2:24][CH2:23]1)=[O:21]>>[CH2:1]([N:4]([CH:5]1[CH2:13][CH2:12][C:8]2[N:9]=[CH:10][S:11][C:7]=2[CH2:6]1)[CH2:15][CH2:16][CH2:17][CH2:18][NH:19][C:20]([N:22]1[CH2:27][CH2:26][N:25]([C:28]2[CH:29]=[CH:30][CH:31]=[CH:32][CH:33]=2)[CH2:24][CH2:23]1)=[O:21])[CH2:2][CH3:3]. Reported procedure: Compound 61 is prepared from 1C and 61C as described for 1. The salt of maleic acid is crystallized from acetonitrile/diethylether. The solvent is FC(C(=O)O)(F)F (trifluoroacetic acid). The product is ClC1=CC2=C(NC=3N=CC=CC3C2(COC(C)C)C(F)F)C=C1 (7-Chloro-5-(difluoromethyl)-5-isopropoxymethyl-5,10-dihydrobenzo[b][1,8]naphthyridine). As a reaction SMILES: [Cl:1][C:2]1[CH:27]=[CH:26][C:5]2[NH:6][C:7]3[N:8]=[CH:9][CH:10]=[CH:11][C:12]=3[C:13]([CH:23]([F:25])[F:24])([CH:14](OC(C)C)[O:15][CH:16]([CH3:18])[CH3:17])[C:4]=2[CH:3]=1>FC(F)(F)C(O)=O>[Cl:1][C:2]1[CH:27]=[CH:26][C:5]2[NH:6][C:7]3[N:8]=[CH:9][CH:10]=[CH:11][C:12]=3[C:13]([CH:23]([F:24])[F:25])([CH2:14][O:15][CH:16]([CH3:18])[CH3:17])[C:4]=2[CH:3]=1. Procedure details: Method NNN To a stirred solution 7-chloro-5-(difluoromethyl)-5-diisopropoxymethyl-5,10-dihydrobenzo[b][1,8]naphthyridine (94) (50 mg, 0.13 mmol) in trifluoroacetic acid (2 mL) at room temperature was added borane-methyl sulfide complex (36 μL, 0.38 mmol). After 14 h at room temperature, the reaction mixture was quenched with 1.0 N NaOH and extracted with EtOAc (3×). The combined layers were dried over MgSO4, filtered and concentrated in vacuo. The resulting yellow residue was taken up in MeOH (3... Reactants: ClC1=CC2=C(NC=3N=CC=CC3C2(C(OC(C)C)OC(C)C)C(F)F)C=C1 (7-chloro-5-(difluoromethyl)-5-diisopropoxymethyl-5,10-dihydrobenzo[b][1,8]naphthyridine). Reaction conditions: time 14 hour. Starting materials: C(C)OC(=O)C=1N=C(SC1N)C1CC1 (5-amino-2-cyclopropyl-thiazole-4-carboxylic acid ethyl ester), C(C)OC(=O)C=1N=C(SC1NC=1C=NC=CC1)C1CC1 (2-cyclopropyl-5-(pyridin-3-ylamino)-thiazole-4-carboxylic acid ethyl ester), C1(CC1)C=1SC(=C(N1)C(=O)O)NC=1C=NC=CC1 (2-cyclopropyl-5-(pyridin-3-ylamino)-thiazole-4-carboxylic acid). The product is CC1=CC=CC(=N1)NC(=O)C=1N=C(SC1NC=1C=NC=CC1)C1CC1 (2-Cyclopropyl-5-(pyridin-3-ylamino)-thiazole-4-carboxylic acid (6-methyl-pyridin-2-yl)-amide). RXN SMILES: C(OC([C:6]1[N:7]=[C:8]([CH:12]2[CH2:14][CH2:13]2)S[C:10]=1N)=O)C.C(O[C:18]([C:20]1[N:21]=[C:22]([CH:32]2[CH2:34][CH2:33]2)[S:23][C:24]=1[NH:25][C:26]1[CH:27]=[N:28][CH:29]=[CH:30][CH:31]=1)=[O:19])C.C1(C2SC(NC3C=NC=CC=3)=C(C(O)=O)[N:42]=2)CC1>>[CH3:10][C:6]1[N:7]=[C:8]([NH:42][C:18]([C:20]2[N:21]=[C:22]([CH:32]3[CH2:33][CH2:34]3)[S:23][C:24]=2[NH:25][C:26]2[CH:27]=[N:28][CH:29]=[CH:30][CH:31]=2)=[O:19])[CH:12]=[CH:14][CH:13]=1. Procedure details: The title compound, MS (ISP): m/e=352.3 (M+H+), was prepared as for example 153, steps A to G. Step C was performed using cyclopropanecarbonyl chloride, and yielded cyano-(cyclopropanecarbonyl-amino)-acetic acid ethyl ester, which was cyclized to 5-amino-2-cyclopropyl-thiazole-4-carboxylic acid ethyl ester in step D. This was used in step E to generate 2-cyclopropyl-5-(pyridin-3-ylamino)-thiazole-4-carboxylic acid ethyl ester, which was hydrolized to 2-cyclopropyl-5-(pyridin-3-ylamino)-thiazole-... Starting materials: CCOC(=O)CC(Cc1nc(CBr)co1)c1ccccc1, CC#N, c1ccc(P(c2ccccc2)c2ccccc2)cc1. Product: [Br-], CCOC(=O)CC(Cc1nc(C[P+](c2ccccc2)(c2ccccc2)c2ccccc2)co1)c1ccccc1. RXN SMILES: [Br:1][CH2:2][c:3]1[n:4][c:5]([CH2:8][CH:9]([CH2:10][C:11](=[O:12])[O:13][CH2:14][CH3:15])[c:16]2[cH:17][cH:18][cH:19][cH:20][cH:21]2)[o:6][cH:7]1.[CH3:41][C:42]#[N:43].[c:22]1([P:28]([c:29]2[cH:30][cH:31][cH:32][cH:33][cH:34]2)[c:35]2[cH:36][cH:37][cH:38][cH:39][cH:40]2)[cH:23][cH:24][cH:25][cH:26][cH:27]1>>[Br-:1].[CH2:2]([c:3]1[n:4][c:5]([CH2:8][CH:9]([CH2:10][C:11](=[O:12])[O:13][CH2:14][CH3:15])[c:16]2[cH:17][cH:18][cH:19][cH:20][cH:21]2)[o:6][cH:7]1)[P+:28]([c:22]1[cH:23][cH:24][cH:25][cH:26][cH:27]1)([c:29]1[cH:30][cH:31][cH:32][cH:33][cH:34]1)[c:35]1[cH:36][cH:37][cH:38][cH:39][cH:40]1. Reactants: N#Cc1ccc(B(O)O)cc1, CC(=O)[O-], CC(=O)[O-], ClCCl, [Cu+2], c1ccncc1, CC(C)(C)OC(=O)N1CCc2c[nH]nc2CC1. Product: CC(C)(C)OC(=O)N1CCc2cn(-c3ccc(C#N)cc3)nc2CC1. RXN SMILES: [C:18](#[N:19])[c:20]1[cH:21][cH:22][c:23]([B:26]([OH:27])[OH:28])[cH:24][cH:25]1.[C:38]([O-:39])(=[O:40])[CH3:41].[C:43]([O-:44])(=[O:45])[CH3:46].[Cl:35][CH2:36][Cl:37].[Cu+2:42].[cH:29]1[cH:30][cH:31][n:32][cH:33][cH:34]1.[n:1]1[nH:2][cH:3][c:4]2[c:5]1[CH2:6][CH2:7][N:8]([C:11](=[O:12])[O:13][C:14]([CH3:15])([CH3:16])[CH3:17])[CH2:9][CH2:10]2>>[n:1]1[n:2](-[c:23]2[cH:22][cH:21][c:20]([C:18]#[N:19])[cH:25][cH:24]2)[cH:3][c:4]2[c:5]1[CH2:6][CH2:7][N:8]([C:11](=[O:12])[O:13][C:14]([CH3:15])([CH3:16])[CH3:17])[CH2:9][CH2:10]2. Starting materials: solution, BrC1=C(C=C(C(=C1)F)F)SCC(=O)C (1-[(2-bromo-4,5-difluorophenyl)thio]acetone), polyphosphoric acid. Run in ClC1=CC=CC=C1 (chlorobenzene), ClC1=CC=CC=C1 (chlorobenzene). Conditions: temperature 140 celsius, time 8 hour. Product: BrC1=CC(=C(C=2C(=CSC21)C)F)F (7-bromo-4,5-difluoro-3-methyl-1-benzothiophene). The yield is 63.0%. RXN SMILES: [Br:1][C:2]1[CH:7]=[C:6]([F:8])[C:5]([F:9])=[CH:4][C:3]=1[S:10][CH2:11][C:12]([CH3:14])=O>ClC1C=CC=CC=1>[Br:1][C:2]1[C:3]2[S:10][CH:11]=[C:12]([CH3:14])[C:4]=2[C:5]([F:9])=[C:6]([F:8])[CH:7]=1. Reported procedure: A polyphosphoric acid (1.86 g) was suspended in chlorobenzene (8 mL), and a solution (8 mL) of the compound (730 mg, 2.60 mmol) of Step 1 of Example 51 in chlorobenzene was added thereto at 120° C., and stirred at 140° C. overnight. After further stirred at 155° C. two nights, the resultant was returned to room temperature, and the reaction solution was concentrated under reduced pressure, and diluted with ethyl acetate. To the mixture liquid, a 1 N sodium hydroxide aqueous solution was added un... The reactants are C(CCCCCCCCCCC)S (Dodecanethiol), CN(C)CC(C=1C=CC(=CC1)OC)C2(CCCCC2)O (venlafaxine), C[O-].[Na+] (sodium methanolate). Reaction conditions: temperature 190 celsius, time 2 hour. Yields the product CN(C)CC(C=1C=CC(=CC1)O)C2(CCCCC2)O (O-desmethylvenlafaxine). Reaction SMILES: C(S)CCCCCCCCCCC.[CH3:14][N:15]([CH2:17][CH:18]([C:27]1([OH:33])[CH2:32][CH2:31][CH2:30][CH2:29][CH2:28]1)[C:19]1[CH:20]=[CH:21][C:22]([O:25]C)=[CH:23][CH:24]=1)[CH3:16].C[O-].[Na+]>>[CH3:14][N:15]([CH2:17][CH:18]([C:27]1([OH:33])[CH2:32][CH2:31][CH2:30][CH2:29][CH2:28]1)[C:19]1[CH:20]=[CH:21][C:22]([OH:25])=[CH:23][CH:24]=1)[CH3:16] |f:2.3|. Procedure: Dodecanethiol (122 g), venlafaxine (111 g), and a methanolic solution of sodium methanolate (30%, 90 g) and PEG 400 are heated to 190° C. The methanol is distilled off and the solution is stirred for 2 hours at 190° C. Then the temperature is lowered, 2-propanol (450 g) is added and the pH is adjusted to 9.5 with aqueous HCl. The precipitate is collected by suction filtration, and the cake is washed with 2-propanol, toluene, 2-propanol and water. The wet O-desmethylvenlafaxine is dried in vacuo.